From a dataset of the Open Reaction Database (ORD), a public repository of structured organic reaction records. describe an organic reaction: reactants, conditions, products, and yield Starting materials: BrC=1C=C(C=NC1C)OC[C@H]1N(CC1)C(=O)OC(C)(C)C (5-Bromo-6-methyl-3-(1-t-butyloxycarbonyl-(2S)-azetidinylmethoxy)pyridine), C(=C)[Sn](CCCC)(CCCC)CCCC (vinyl tributyltin). Reagents/catalysts: C1(=CC=CC=C1)P(C1=CC=CC=C1)(C1=CC=CC=C1)[Pd-4](P(C1=CC=CC=C1)(C1=CC=CC=C1)C1=CC=CC=C1)(P(C1=CC=CC=C1)(C1=CC=CC=C1)C1=CC=CC=C1)P(C1=CC=CC=C1)(C1=CC=CC=C1)C1=CC=CC=C1 (tetrakis(triphenylphosphino)palladium(0)). The solvent is C1(=CC=CC=C1)C (toluene). The product is CC1=C(C=C(C=N1)OC[C@H]1N(CC1)C(=O)OC(C)(C)C)C=C (6-methyl-5-vinyl-3-(1-t-butyloxycarbonyl-(2S)-azetidinylmethoxy)pyridine). Yield: 59.6%. RXN SMILES: Br[C:2]1[CH:3]=[C:4]([O:9][CH2:10][C@@H:11]2[CH2:14][CH2:13][N:12]2[C:15]([O:17][C:18]([CH3:21])([CH3:20])[CH3:19])=[O:16])[CH:5]=[N:6][C:7]=1[CH3:8].[CH:22]([Sn](CCCC)(CCCC)CCCC)=[CH2:23]>C1(C)C=CC=CC=1.C1(P([Pd-4](P(C2C=CC=CC=2)(C2C=CC=CC=2)C2C=CC=CC=2)(P(C2C=CC=CC=2)(C2C=CC=CC=2)C2C=CC=CC=2)P(C2C=CC=CC=2)(C2C=CC=CC=2)C2C=CC=CC=2)(C2C=CC=CC=2)C2C=CC=CC=2)C=CC=CC=1>[CH3:8][C:7]1[N:6]=[CH:5][C:4]([O:9][CH2:10][C@@H:11]2[CH2:14][CH2:13][N:12]2[C:15]([O:17][C:18]([CH3:21])([CH3:20])[CH3:19])=[O:16])=[CH:3][C:2]=1[CH:22]=[CH2:23]. Procedure: 5-Bromo-6-methyl-3-(1-t-butyloxycarbonyl-(2S)-azetidinylmethoxy)pyridine (0.95 g, 2.7 mmol, Step 34a above) was treated with vinyl tributyltin (1.62 mL, 5.56 mmol) and tetrakis(triphenylphosphino)palladium(0) (0.29 g, 0.25 mmol) in toluene (30 mL) at 90° C. overnight. The reaction was cooled to ambient temperature and chromatographed on silica gel with 2:1 hexane-EtOAc eluent to provide 6-methyl-5-vinyl-3-(1-t-butyloxycarbonyl-(2S)-azetidinylmethoxy)pyridine (0.49 g, 60%): MS (CI/NH3) m/z: 305 (... Starting materials: ice, C(C)(=O)N1CC(C2=C(C(=C(C=C12)C)O)C)C (N-Acetyl-5-hydroxy-3,4,6-trimethylindoline), N1=CC=CC=C1 (pyridine), C(C)(=O)OC(C)=O (acetic anhydride). Solvent: hexanes, C(Cl)Cl (methylene chloride). Conditions: time 18 hour. Yields the product C(C)(=O)N1CC(C2=C(C(=C(C=C12)C)OC(C)=O)C)C (N-Acetyl-5-acetoxy-3,4,6-trimethylindoline). Isolated yield 87.3%. As a reaction SMILES: [C:1]([N:4]1[C:12]2[C:7](=[C:8]([CH3:15])[C:9]([OH:14])=[C:10]([CH3:13])[CH:11]=2)[CH:6]([CH3:16])[CH2:5]1)(=[O:3])[CH3:2].N1C=CC=CC=1.[C:23](OC(=O)C)(=[O:25])[CH3:24]>C(Cl)Cl>[C:1]([N:4]1[C:12]2[C:7](=[C:8]([CH3:15])[C:9]([O:14][C:23](=[O:25])[CH3:24])=[C:10]([CH3:13])[CH:11]=2)[CH:6]([CH3:16])[CH2:5]1)(=[O:3])[CH3:2]. Reported procedure: To an ice-cold solution of indoline 11a (219 mg, 1 mmol) dissolved in methylene chloride (5 mL) were added sequentially pyridine (1 mL) and acetic anhydride (0.12 mL, 1.1 mmol), and the resulting mixture was stirred over a range of 0° C. to room temperature for 18 h. The reaction mixture was quenched with water and extracted with methylene chloride. The combined organic extracts were washed with 5% aq. hydrochloric acid and brine then dried (MgSO4). Removal of solvents and chromatographic purifi... The reactants are N#Cc1cccnc1, C[Al](C)C, Cc1ccccc1, CS(=O)(=O)c1ccc(N)cc1, ClC(Cl)Cl, Cl. Product: CS(=O)(=O)c1ccc(NC(=N)c2cccnc2)cc1. RXN SMILES: [C:17](#[N:18])[c:19]1[cH:20][n:21][cH:22][cH:23][cH:24]1.[CH3:13][Al:14]([CH3:15])[CH3:16].[CH3:25][c:26]1[cH:27][cH:28][cH:29][cH:30][cH:31]1.[CH3:2][S:3](=[O:4])(=[O:5])[c:6]1[cH:7][cH:8][c:9]([NH2:10])[cH:11][cH:12]1.[CH:32]([Cl:33])([Cl:34])[Cl:35].[ClH:1]>>[CH3:2][S:3](=[O:4])(=[O:5])[c:6]1[cH:7][cH:8][c:9]([NH:10][C:17](=[NH:18])[c:19]2[cH:20][n:21][cH:22][cH:23][cH:24]2)[cH:11][cH:12]1. The reactants are O=C([O-])[O-], C=CCBr, CO, CC#N, ClCCl, [K+], [K+], NC(=O)c1cccc(O)c1. The product is C=CCOc1cccc(C(N)=O)c1. Reaction SMILES: [C:11](=[O:12])([O-:13])[O-:14].[CH2:17]([CH:18]=[CH2:19])[Br:20].[CH3:21][OH:22].[CH3:23][C:24]#[N:25].[Cl:26][CH2:27][Cl:28].[K+:15].[K+:16].[OH:1][c:2]1[cH:3][c:4]([C:5](=[O:6])[NH2:7])[cH:8][cH:9][cH:10]1>>[O:1]([c:2]1[cH:3][c:4]([C:5](=[O:6])[NH2:7])[cH:8][cH:9][cH:10]1)[CH2:19][CH:18]=[CH2:17]. Starting materials: Cl.N1=CC(=CC=C1)C=1NC2=CC=CC=C2C1CCCCCC(=O)O (2-(3-pyridyl)-3-(5-carboxypentyl)-indole hydrochloride), C([O-])(O)=O.[Na+] (sodium bicarbonate). The product is N1=CC(=CC=C1)C=1NC2=CC=CC=C2C1CCCCCC(=O)O (2-(3-pyridyl)-3-(5-carboxypentyl)-indole). Reaction SMILES: Cl.[N:2]1[CH:7]=[CH:6][CH:5]=[C:4]([C:8]2[NH:9][C:10]3[C:15]([C:16]=2[CH2:17][CH2:18][CH2:19][CH2:20][CH2:21][C:22]([OH:24])=[O:23])=[CH:14][CH:13]=[CH:12][CH:11]=3)[CH:3]=1.C(=O)(O)[O-].[Na+]>>[N:2]1[CH:7]=[CH:6][CH:5]=[C:4]([C:8]2[NH:9][C:10]3[C:15]([C:16]=2[CH2:17][CH2:18][CH2:19][CH2:20][CH2:21][C:22]([OH:24])=[O:23])=[CH:14][CH:13]=[CH:12][CH:11]=3)[CH:3]=1 |f:0.1,2.3|. Procedure details: An aqueous solution of 10.5 g of 2-(3-pyridyl)-3-(5-carboxypentyl)-indole hydrochloride is neutralized to about pH 7 with saturated sodium bicarbonate solution and extracted with ether. The ether extract is dried and concentrated in vacuo to yield 2-(3-pyridyl)-3-(5-carboxypentyl)-indole. The reactants are [OH-].[Na+] (sodium hydroxide), COC=1C(=C2C(C=CCO2)=C(C1)C(=O)OC)OC (Methyl 7,8-dimethoxy-2H-1-benzopyran-5-carboxylate), [H-].COCCO[Al+]OCCOC.[Na+].[H-] (sodium bis(2-methoxyethoxy)aluminum hydride), N1CCOCC1 (morpholine). Solvent: C1(=CC=CC=C1)C (toluene), C1(=CC=CC=C1)C (toluene). Reaction conditions: time 30 minute. The product is COC1=C(C2=C(C=CCO2)C(=C1)C=O)OC (7,8-Dimethoxy-5-formyl-2H-1-benzopyran). Yield: 100.1%. Reaction SMILES: [CH3:1][O:2][C:3]1[C:4]([O:17][CH3:18])=[C:5]2[O:10][CH2:9][CH:8]=[CH:7][C:6]2=[C:11]([C:13](OC)=[O:14])[CH:12]=1.[H-].COCCO[Al+]OCCOC.[Na+].[H-].N1CCOCC1.[OH-].[Na+]>C1(C)C=CC=CC=1>[CH3:1][O:2][C:3]1[CH:12]=[C:11]([CH:13]=[O:14])[C:6]2[CH:7]=[CH:8][CH2:9][O:10][C:5]=2[C:4]=1[O:17][CH3:18] |f:1.2.3.4,6.7|. Procedure details: Methyl 7,8-dimethoxy-2H-1-benzopyran-5-carboxylate (390 g, 1.56 mol) in toluene (1.6 L) was cooled to -15° and a solution of sodium bis(2-methoxyethoxy)aluminum hydride (908 mL, 3.5M in toluene, 3.18 mol) and morpholine (277 g, 3.18 mol) in toluene (900 mL) was added over a 45 min period. After stirring for an additional 30 min, 2N sodium hydroxide solution (2.85 L) was added. The organic layer was separated, washed with 0.8N hydrochloric acid (3×1 L), 5% sodium bicarbonate (500 mL) and water (1...